Dataset: the Open Reaction Database (ORD), a public repository of structured organic reaction records. Task: describe an organic reaction: reactants, conditions, products, and yield Starting materials: [H-].[H-].[H-].[H-].[Li+].[Al+3] (LAH), N1C=CC2=C(C=CC=C12)C=1C=C(C=CC1)CC(=O)N(C)C (2-[3-(1H-indol-4-yl)-phenyl]-N,N-dimethyl-acetamide). The solvent is C1CCOC1 (THF), C1CCOC1 (THF). Conditions: time 6 hour. Product: N1C=CC2=C(C=CC=C12)C=1C=C(C=CC1)CCN(C)C ({2-[3-(1H-indol-4-yl)-phenyl)-ethyl}-dimethyl-amine). Isolated yield 134.5%. RXN SMILES: [H-].[H-].[H-].[H-].[Li+].[Al+3].[NH:7]1[C:15]2[C:10](=[C:11]([C:16]3[CH:17]=[C:18]([CH2:22][C:23]([N:25]([CH3:27])[CH3:26])=O)[CH:19]=[CH:20][CH:21]=3)[CH:12]=[CH:13][CH:14]=2)[CH:9]=[CH:8]1>C1COCC1>[NH:7]1[C:15]2[C:10](=[C:11]([C:16]3[CH:17]=[C:18]([CH2:22][CH2:23][N:25]([CH3:26])[CH3:27])[CH:19]=[CH:20][CH:21]=3)[CH:12]=[CH:13][CH:14]=2)[CH:9]=[CH:8]1 |f:0.1.2.3.4.5|. Reported procedure: To a suspension of LAH (276 mg, 7.2 mmol) in THF (20 mL) under nitrogen at rt was added dropwise a solution of 2-[3-(1H-indol-4-yl)-phenyl]-N,N-dimethyl-acetamide (500 mg, 1.8 mmol) in THF (10 mL). After stirring at rt for 6 hours, the reaction was quenched with water (0.6 mL) dropwise. The precipitate was filtered off, washed with ethyl acetate (3×), the filtrate was concentrated t give 640 mg of {2-[3-(1H-indol-4-yl)-phenyl)-ethyl}-dimethyl-amine. Reactants: FC1=CC=C(CNC(CC#N)COCC2=CC=CC=C2)C=C1 (3-(p-fluorobenzylamino)-6-phenyl-5-oxahexanenitrile), N (ammonia), [H-].[Al+3].[Li+].[H-].[H-].[H-] (lithium aluminum hydride), S(O)(O)(=O)=O (sulfuric acid). Run in C(C)OCC (diethyl ether), C(C)OCC (diethyl ether). Run at time 0.5 hour. Product: FC1=CC=C(CNC(CCN)COCC2=CC=CC=C2)C=C1 (3-(p-Fluorobenzylamino)-6-phenyl-5-oxahexylamine). Yield: 82.0%. Reaction SMILES: [H-].[Al+3].[Li+].[H-].[H-].[H-].S(=O)(=O)(O)O.[F:12][C:13]1[CH:33]=[CH:32][C:16]([CH2:17][NH:18][CH:19]([CH2:23][O:24][CH2:25][C:26]2[CH:31]=[CH:30][CH:29]=[CH:28][CH:27]=2)[CH2:20][C:21]#[N:22])=[CH:15][CH:14]=1.N>C(OCC)C>[F:12][C:13]1[CH:33]=[CH:32][C:16]([CH2:17][NH:18][CH:19]([CH2:23][O:24][CH2:25][C:26]2[CH:27]=[CH:28][CH:29]=[CH:30][CH:31]=2)[CH2:20][CH2:21][NH2:22])=[CH:15][CH:14]=1 |f:0.1.2.3.4.5|. Reported procedure: To a suspension of lithium aluminum hydride (136 mg, 3.58 mmol) in diethyl ether (10 ml) was added under ice-cooling conc. sulfuric acid (0.15 ml, 1.5 mmol) and, after stirring for 0.5 hour, a solution of 3-(p-fluorobenzylamino)-6-phenyl-5-oxahexanenitrile (300 mg, 1.01 mmol) in diethyl ether (5 ml) was added dropwise and the mixture was heated under reflux for one hour. After cooling, aqueous ammonia (2 ml) was added under ice-cooling to the reaction mixture and stirred for 2 hours. The reactio... Product: C(C)OC(=O)C1CC2=C(N=CN=C2Cl)CN1C(=O)OC(C)(C)C (4-Chloro-5,8-dihydro-6H-pyrido[3,4-d]pyrimidine-6,7-dicarboxylic acid 7-tert-butyl ester 6-ethyl ester), 4-chloro-7,8-dihydro-5H-pyrido[4,3-a]pyrimidine-6,7-dicarboxylic acid 6-tert-butyl ester 7-ethyl ester. Procedure details: To a solution of the mixture of 4-Oxo-4,5,6,8-tetrahydro-3H-pyrido[3,4-d]pyrimidine-6,7-dicarboxylic acid 7-tert-butyl ester 6-ethyl ester and 4-Oxo-3,5,7,8-tetrahydro-4H-pyrido[4,3-d]pyrimidine-6,7-dicarboxylic acid 6-tert-butyl ester 7-ethyl ester (1.5 g, 4.64 mmol) in DCE (25 mL), carbon tetrachloride (1.34 mL, 13.9 mmol) and triphenylphosphine (2.43 g, 9.28 mmol) are added. The reaction is heated at reflux and after completion of reaction as judged by LCMS. The solvents are removed and the p... Starting materials: C(C)OC(=O)C1CC2=C(N=CNC2=O)CN1C(=O)OC(C)(C)C (4-Oxo-4,5,6,8-tetrahydro-3H-pyrido[3,4-d]pyrimidine-6,7-dicarboxylic acid 7-tert-butyl ester 6-ethyl ester), C(C)OC(=O)C1CC=2N=CNC(C2CN1C(=O)OC(C)(C)C)=O (4-Oxo-3,5,7,8-tetrahydro-4H-pyrido[4,3-d]pyrimidine-6,7-dicarboxylic acid 6-tert-butyl ester 7-ethyl ester), C(Cl)(Cl)(Cl)Cl (carbon tetrachloride), C1(=CC=CC=C1)P(C1=CC=CC=C1)C1=CC=CC=C1 (triphenylphosphine). The solvent is ClCCCl (DCE). Reaction SMILES: [CH2:1]([O:3][C:4]([CH:6]1[N:16]([C:17]([O:19][C:20]([CH3:23])([CH3:22])[CH3:21])=[O:18])[CH2:15][C:9]2[N:10]=[CH:11][NH:12][C:13](=O)[C:8]=2[CH2:7]1)=[O:5])[CH3:2].C(OC(C1N(C(OC(C)(C)C)=O)CC2C(=O)NC=NC=2C1)=O)C.C(Cl)(Cl)(Cl)[Cl:48].C1(P(C2C=CC=CC=2)C2C=CC=CC=2)C=CC=CC=1>ClCCCl>[CH2:1]([O:3][C:4]([CH:6]1[N:16]([C:17]([O:19][C:20]([CH3:23])([CH3:22])[CH3:21])=[O:18])[CH2:15][C:9]2[N:10]=[CH:11][N:12]=[C:13]([Cl:48])[C:8]=2[CH2:7]1)=[O:5])[CH3:2]. Reaction SMILES: [CH3:12][N:13]([CH3:14])[CH:15]=[O:16].[Cl-:11].[NH2:1][c:2]1[c:3]([CH2:4][OH:5])[cH:6][c:7]([I:10])[cH:8][cH:9]1.[OH2:17]>>[NH2:1][c:2]1[c:3]([CH2:4][OH:5])[cH:6][c:7]([C:12]#[N:13])[cH:8][cH:9]1. The product is N#Cc1ccc(N)c(CO)c1. The reactants are CN(C)C=O, [Cl-], Nc1ccc(I)cc1CO, O. Reactants: CC=CC(=O)Cl, CC(=O)NCCCCc1ccccc1. Yields the product CC=CC(=O)c1ccc(CCCCNC(C)=O)cc1. Reaction SMILES: [C:15]([CH:16]=[CH:17][CH3:18])(=[O:19])[Cl:20].[C:1]([CH3:2])(=[O:3])[NH:4][CH2:5][CH2:6][CH2:7][CH2:8][c:9]1[cH:10][cH:11][cH:12][cH:13][cH:14]1>>[C:1]([CH3:2])(=[O:3])[NH:4][CH2:5][CH2:6][CH2:7][CH2:8][c:9]1[cH:10][cH:11][c:12]([C:15]([CH:16]=[CH:17][CH3:18])=[O:19])[cH:13][cH:14]1. Starting materials: NC1=CC(=C(OC2=CC(=NC=C2)NCC2=CC=CC=C2)C=C1)F (4-(4-amino-2-fluorophenoxy)-N-benzylpyridin-2-amine), [H][H] (hydrogen). Reagents/catalysts: [OH-].[OH-].[Pd+2] (Palladium hydroxide on carbon). Run in C(=O)O.CO (HCO2H MeOH). Conditions: time 12 hour. Product: NC1=CC(=C(OC2=CC(=NC=C2)N)C=C1)F (4-(4-Amino-2-fluorophenoxy)pyridin-2-amine). The yield is 26.0%. As a reaction SMILES: [NH2:1][C:2]1[CH:22]=[CH:21][C:5]([O:6][C:7]2[CH:12]=[CH:11][N:10]=[C:9]([NH:13]CC3C=CC=CC=3)[CH:8]=2)=[C:4]([F:23])[CH:3]=1.[H][H]>C(O)=O.CO.[OH-].[OH-].[Pd+2]>[NH2:1][C:2]1[CH:22]=[CH:21][C:5]([O:6][C:7]2[CH:12]=[CH:11][N:10]=[C:9]([NH2:13])[CH:8]=2)=[C:4]([F:23])[CH:3]=1 |f:2.3,4.5.6|. Procedure: Palladium hydroxide on carbon (10%, 0.050 g) was added to a solution of 4-(4-amino-2-fluorophenoxy)-N-benzylpyridin-2-amine (0.245 g, 0.790 mmol, 1.0 eq) in 5% HCO2H-MeOH (10 mL) under a blanket of hydrogen (from a balloon) at room temperature. The reaction mixture was stirred at room temperature for 12 h, filtered through Celite® and the filtrate concentrated in vacuo. The residue was purified by reverse phase preparative HPLC (YMC ODS-A S10 30×500 mm., 10-90% aqueous MeOH with 0.1% TFA, 30 min... RXN SMILES: [OH:1][C:2]1[CH:3]=[CH:4][CH:5]=[C:6]2[C:11]=1[N:10]=[CH:9][CH:8]=[CH:7]2.[C:12]([Cl:15])(=[O:14])[CH3:13].[Cl-].[Al+3].[Cl-].[Cl-]>C(Cl)CCl>[ClH:15].[C:12]([C:5]1[CH:4]=[CH:3][C:2]([OH:1])=[C:11]2[C:6]=1[CH:7]=[CH:8][CH:9]=[N:10]2)(=[O:14])[CH3:13] |f:2.3.4.5,7.8|. Starting materials: C(C)(=O)Cl (acetyl chloride), OC=1C=CC=C2C=CC=NC12 (8-hydroxyquinoline), [Cl-].[Al+3].[Cl-].[Cl-] (aluminum chloride). Product: Cl.C(C)(=O)C1=C2C=CC=NC2=C(C=C1)O (5-acetyl-8-hydroxyquinoline hydrochloride). The solvent is C(CCl)Cl (ethylene chloride). Procedure details: 8-hydroxyquinoline (500 gms/3.44 moles) was dissolved in ethylene chloride (5 lits) at 25-30° C. in an inert atmosphere. To this solution was added acetyl chloride (260 ml/4.12 moles) drop wise in 2 hours. The reaction mass was stirred for 15-20 minutes. Then, aluminum chloride (1.15 Kg/8.62 moles) was added in lots in 2 hours. The reaction mass was stirred at 25-30° C. for 15-20 minutes and heated to 70° C. for 13-14 hours. After completion of reaction, the reaction mass was cooled to 25-30° C.... Reaction conditions: temperature 70 celsius, time 2 hour. Starting materials: CN1CCN(c2cccc(Br)n2)CC1, CCCC[Sn](Cl)(CCCC)CCCC. The product is CCCC[Sn](CCCC)(CCCC)c1cccc(N2CCN(C)CC2)n1. As a reaction SMILES: [Br:1][c:2]1[cH:3][cH:4][cH:5][c:6]([N:8]2[CH2:9][CH2:10][N:11]([CH3:14])[CH2:12][CH2:13]2)[n:7]1.[CH2:15]([CH2:16][CH2:17][CH3:18])[Sn:19]([CH2:20][CH2:21][CH2:22][CH3:23])([CH2:24][CH2:25][CH2:26][CH3:27])[Cl:28]>>[c:2]1([Sn:19]([CH2:15][CH2:16][CH2:17][CH3:18])([CH2:20][CH2:21][CH2:22][CH3:23])[CH2:24][CH2:25][CH2:26][CH3:27])[cH:3][cH:4][cH:5][c:6]([N:8]2[CH2:9][CH2:10][N:11]([CH3:14])[CH2:12][CH2:13]2)[n:7]1. The reactants are compound VI, C(=O)O (formic acid), C1=CC=CC=C1 (benzene), O (H2O), CCOCC (ether). Run at time 6 hour. Yields the product C(=O)OCCCCCCCC\C=C/CCCC ((Z)-9-Tetradecen-1-ol formate). The yield is 78.0%. Reaction SMILES: [CH:1]([OH:3])=[O:2].O.CCO[CH2:8][CH3:9].[CH:10]1[CH:15]=[CH:14][CH:13]=[CH:12][CH:11]=1>>[CH:1]([O:3][CH2:14][CH2:15][CH2:10][CH2:11][CH2:12][CH2:13][CH2:10][CH2:15]/[CH:14]=[CH:13]\[CH2:12][CH2:11][CH2:8][CH3:9])=[O:2]. Procedure details: A mixture of 11 g of compound VI and 11 g of 97% formic acid in 50 ml of dry benzene was relfuxed for 6 hours, continuously removing the water formed with a Dean-Stark trap. The cooled solution was treated with 100 ml each of H2O and ether, and the organic layer was washed several times with cold H2O, 10% NaHCO3 solution, and saturated with NaCl solution, then dried with Na2SO4. Evaporation of solvent and distillation gave 9.7 g (78%) of compound I as a colorless liquid boiling at 103°-108° (0.2...